This data is from the Open Reaction Database (ORD), a public repository of structured organic reaction records. The task is: describe an organic reaction: reactants, conditions, products, and yield Starting materials: CCOC(=O)/N=N/C(=O)OCC (DEAD), C1=CC=C(C=C1)P(C2=CC=CC=C2)C3=CC=CC=C3 (PPh3), C(C)(C)(C)OC(=O)N1[C@@H](CCC1)CO ((S)-1-t-Butoxycarbonyl-2-pyrrolidinemethanol), BrC1=C(C=NC=C1)O (4-bromo-3-pyridinol), crude product, FC(C(=O)O)(F)F (trifluoroacetic acid). The product is BrC1=C(C=NC=C1)O (4-bromo-3-pyridinol), BrC1=C(C=NC=C1)OC[C@H]1NCCC1 (4-bromo-3-(2-(S)-pyrrolidinylmethoxy)pyridine). Reaction SMILES: C(OC([N:8]1[CH2:12][CH2:11][CH2:10][C@H:9]1[CH2:13][OH:14])=O)(C)(C)C.[Br:15][C:16]1[CH:21]=[CH:20][N:19]=[CH:18][C:17]=1[OH:22].CCOC(/N=N/C(OCC)=O)=O.C1C=CC(P(C2C=CC=CC=2)C2C=CC=CC=2)=CC=1.FC(F)(F)C(O)=O>>[Br:15][C:16]1[CH:21]=[CH:20][N:19]=[CH:18][C:17]=1[OH:22].[Br:15][C:16]1[CH:21]=[CH:20][N:19]=[CH:18][C:17]=1[O:14][CH2:13][C@@H:9]1[CH2:10][CH2:11][CH2:12][NH:8]1. Procedure: (S)-1-t-Butoxycarbonyl-2-pyrrolidinemethanol (792 mg, 3.94 mmol), 4-bromo-3-pyridinol (685 mg, 3.94 mmol), DEAD (485 uL, 4.33 mmol) and PPh3 (1.14 g, 4.33 mmol) were allowed to react as described in Example 2a. The crude product was directly treated with trifluoroacetic acid (5 mL) at room temperature for 3 hours. The trifluoroacetic acid was removed under reduced pressure, and water (8 mL) was added. The mixture was extracted with EtOAc (2×20 mL), and the resultant aqueous layer was basified wi... Reactants: CCCCCCCCCCCCCCCCn1nc(C)cc1C, CCBr. The product is [Br-], CCCCCCCCCCCCCCCC[n+]1c(C)cc(C)n1CC. Reaction SMILES: [CH2:1]([CH2:2][CH2:3][CH2:4][CH2:5][CH2:6][CH2:7][CH2:8][CH2:9][CH2:10][CH2:11][CH2:12][CH2:13][CH2:14][CH2:15][CH3:16])[n:17]1[n:18][c:19]([CH3:23])[cH:20][c:21]1[CH3:22].[CH2:24]([CH3:25])[Br:26]>>[Br-:26].[CH2:1]([CH2:2][CH2:3][CH2:4][CH2:5][CH2:6][CH2:7][CH2:8][CH2:9][CH2:10][CH2:11][CH2:12][CH2:13][CH2:14][CH2:15][CH3:16])[n+:17]1[n:18]([CH2:24][CH3:25])[c:19]([CH3:23])[cH:20][c:21]1[CH3:22].